Dataset: the Open Reaction Database (ORD), a public repository of structured organic reaction records. Task: describe an organic reaction: reactants, conditions, products, and yield The reactants are OC1(OC(=O)C2=C(C=CC=C12)OC)C(F)(F)F (3-hydroxy-7-methoxy-3-trifluoromethyl-phthalide), B(Br)(Br)Br (boron tribromide). Product: OC1(OC(=O)C2=C(C=CC=C12)O)C(F)(F)F (3,7-dihydroxy-3-trifluromethyl-phthalide). Reaction SMILES: [OH:1][C:2]1([C:14]([F:17])([F:16])[F:15])[C:11]2[C:6](=[C:7]([O:12]C)[CH:8]=[CH:9][CH:10]=2)[C:4](=[O:5])[O:3]1.B(Br)(Br)Br>>[OH:1][C:2]1([C:14]([F:16])([F:15])[F:17])[C:11]2[C:6](=[C:7]([OH:12])[CH:8]=[CH:9][CH:10]=2)[C:4](=[O:5])[O:3]1. Procedure details: The title compound can be prepared analogously to the above Example (133) from 3-hydroxy-7-methoxy-3-trifluoromethyl-phthalide (see Example 133 ) and boron tribromide; m.p. 128°-129° C.